Task: describe an organic reaction: reactants, conditions, products, and yield. Dataset: the Open Reaction Database (ORD), a public repository of structured organic reaction records The reactants are COC1=CC=NC=C1 (4-methoxypyridine), BrCC(=O)OC (methyl bromoacetate). Run in C(C)(=O)OCC (ethyl acetate). The product is [Br-].COC1=CC=[N+](C=C1)CC(=O)OC (4-methoxy-1-methoxycarbonylmethylpyridinium bromide). The yield is 97.1%. RXN SMILES: [CH3:1][O:2][C:3]1[CH:8]=[CH:7][N:6]=[CH:5][CH:4]=1.[Br:9][CH2:10][C:11]([O:13][CH3:14])=[O:12]>C(OCC)(=O)C>[Br-:9].[CH3:1][O:2][C:3]1[CH:8]=[CH:7][N+:6]([CH2:10][C:11]([O:13][CH3:14])=[O:12])=[CH:5][CH:4]=1 |f:3.4|. Procedure: To a solution of 4-methoxypyridine (3.0 g) in ethyl acetate (30 mL) was added methyl bromoacetate (4.6 g), and the mixture was heated under reflux overnight. After cooling to room temperature, the precipitated solid was collected by filtration, and dried under reduced pressure to give 4-methoxy-1-methoxycarbonylmethylpyridinium bromide (7.0 g). To a solution of the obtained compound (6.0 g) in toluene (50 mL) were added acrylonitrile (6.1 g), manganese dioxide (6.0 g) and triethylamine (2.8 g), ... Starting materials: [N+](=O)([O-])C1=CC=C(C=C1)C=1C=[N+](C=CC1)[O-] (3-(4-Nitrophenyl)pyridine-1-oxide), C(C)(=O)OC(C)=O (acetic anhydride). Product: [N+](=O)([O-])C1=CC=C(C=C1)C=1C(NC=CC1)=O (3-(4-Nitrophenyl)-1H-pyridin-2-one). Reaction SMILES: [N+:1]([C:4]1[CH:9]=[CH:8][C:7]([C:10]2[CH:11]=[N+:12]([O-])[CH:13]=[CH:14][CH:15]=2)=[CH:6][CH:5]=1)([O-:3])=[O:2].C(OC(=O)C)(=[O:19])C>>[N+:1]([C:4]1[CH:9]=[CH:8][C:7]([C:10]2[C:11](=[O:19])[NH:12][CH:13]=[CH:14][CH:15]=2)=[CH:6][CH:5]=1)([O-:3])=[O:2]. Procedure: 3-(4-Nitrophenyl)pyridine-1-oxide (P2, 2.5 g, 11.6 mmol) was stirred at reflux in acetic anhydride (25 mL) for 18 hours, then allowed to cool. The reaction mixture was concentrated and concentrated hydrochloric acid (25 mL) was added. The solution was stirred at reflux for 4 hours, then allowed to cool. The reaction mixture was poured onto ice/water and filtration followed by drying under high vacuum afforded the title compound as a solid.